This data is from the Open Reaction Database (ORD), a public repository of structured organic reaction records. The task is: describe an organic reaction: reactants, conditions, products, and yield Reactants: [Si](C)(C)(C(C)(C)C)OC1=CC=C(C=C1)S(=O)(=O)C1=CC2=C(OC([C@@]3([C@H]2O3)C)(C)C)C=C1 ((3S,4S)-6-(4-tert-Butyidimethylsilyloxyphenyl)sulphonyl-3,4-dihydro-3,4-epoxy-2,2,3-trimethyl-2H-benzo[b]pyran), CN1N=C(C=CC1=O)O (2,3-dihydro-2-methyl-3-oxo-6-hydroxypyridazine), N1=CC=CC=C1 (pyridine). Solvent: O1CCOCC1 (1,4-dioxane). The product is CN1N=C(C=CC1=O)O[C@@H]1C2=C(OC([C@@]1(C)O)(C)C)C=CC(=C2)S(=O)(=O)C2=CC=C(C=C2)O ((3S,4R)-3,4-dihydro-4-(2,3-dihydro-2-methyl-3-oxopyridazin-6-yl)oxy-3-hydroxy-6-(4-hydroxyphenyl)sulphonyl-2,2,3-trimethyl-2H-benzo[b]pyran). Isolated yield 21.2%. Reaction SMILES: [Si]([O:8][C:9]1[CH:14]=[CH:13][C:12]([S:15]([C:18]2[CH:31]=[CH:30][C:21]3[O:22][C:23]([CH3:29])([CH3:28])[C@@:24]4([CH3:27])[O:26][C@H:25]4[C:20]=3[CH:19]=2)(=[O:17])=[O:16])=[CH:11][CH:10]=1)(C(C)(C)C)(C)C.[CH3:32][N:33]1[C:38](=[O:39])[CH:37]=[CH:36][C:35]([OH:40])=[N:34]1.N1C=CC=CC=1>O1CCOCC1>[CH3:32][N:33]1[C:38](=[O:39])[CH:37]=[CH:36][C:35]([O:40][C@H:25]2[C@@:24]([OH:26])([CH3:27])[C:23]([CH3:28])([CH3:29])[O:22][C:21]3[CH:30]=[CH:31][C:18]([S:15]([C:12]4[CH:11]=[CH:10][C:9]([OH:8])=[CH:14][CH:13]=4)(=[O:16])=[O:17])=[CH:19][C:20]2=3)=[N:34]1. Procedure details: (3S,4S)-6-(4-tert-Butyidimethylsilyloxyphenyl)sulphonyl-3,4-dihydro-3,4-epoxy-2,2,3-trimethyl-2H-benzo[b]pyran (1.618 g) (see Preparation 14) and 2,3-dihydro-2-methyl-3-oxo-6-hydroxypyridazine (1.33 g) (see J.Org.Chem, 1971, 36, 3372) were suspended in dry 1,4-dioxane (15 ml), pyridine (0.275 ml) was added and the mixture was heated under reflux (a calcium chloride drying tube was attached to the flask) for 3 days. The solvent was removed under reduced pressure and the residue was partitioned be...